Dataset: the Open Reaction Database (ORD), a public repository of structured organic reaction records. Task: describe an organic reaction: reactants, conditions, products, and yield The reactants are Cl[Si](C)(C)C (chlorotrimethylsilane), C(C)#N (Acetonitrile), C(C)(C)C(=O)C(C)C (diisopropyl ketone), [I-].[Na+] (sodium iodide). The solvent is C(C)N(CC)CC (triethylamine). Product: CC(C)=C(C(C)C)O[Si](C)(C)C (2,4-dimethyl-3-trimethylsilyloxy-2-pentene). Isolated yield 96.6%. As a reaction SMILES: C(#N)C.[CH:4]([C:7]([CH:9]([CH3:11])[CH3:10])=[O:8])([CH3:6])[CH3:5].[I-].[Na+].Cl[Si:15]([CH3:18])([CH3:17])[CH3:16]>C(N(CC)CC)C>[CH3:5][C:4](=[C:7]([O:8][Si:15]([CH3:18])([CH3:17])[CH3:16])[CH:9]([CH3:11])[CH3:10])[CH3:6] |f:2.3|. Procedure: Acetonitrile (300 mL) was mixed with 20.3 g of diisopropyl ketone, 32 g of sodium iodide, and 21.6 g of triethylamine, to which was gradually added 23.1 g of chlorotrimethylsilane. The mixed solution was reacted at 50° C. for 4 hours and then allowed to stand for cooling. The reaction mixture was poured into ice and extracted with hexane. An organic phase was rinsed with a sodium hydrogencarbonate solution, dried, and then concentrated. The resultant was purified by distillation in vacuo to obta...